From a dataset of the Open Reaction Database (ORD), a public repository of structured organic reaction records. describe an organic reaction: reactants, conditions, products, and yield Starting materials: COc1cccc(OC(F)(F)F)c1, COc1ccc(C2(N3CC(O)CC3C(=O)N(C)C)C(=O)Nc3ccc(Cl)cc32)c(OC)c1, O=S(=O)(Cl)Cl. The product is COc1ccc(C2(N3CC(O)CC3C(=O)N(C)C)C(=O)N(S(=O)(=O)c3ccc(OC)cc3OC(F)(F)F)c3ccc(Cl)cc32)c(OC)c1. As a reaction SMILES: [CH3:38][O:39][c:40]1[cH:41][c:42]([O:46][C:47]([F:48])([F:49])[F:50])[cH:43][cH:44][cH:45]1.[Cl:1][c:2]1[cH:3][c:4]2[c:8]([cH:9][cH:10]1)[NH:7][C:6](=[O:11])[C:5]2([c:12]1[c:13]([O:20][CH3:21])[cH:14][c:15]([O:18][CH3:19])[cH:16][cH:17]1)[N:22]1[CH:23]([C:24](=[O:25])[N:26]([CH3:27])[CH3:28])[CH2:29][CH:30]([OH:32])[CH2:31]1.[S:33](=[O:34])(=[O:35])([Cl:36])[Cl:37]>>[Cl:1][c:2]1[cH:3][c:4]2[c:8]([cH:9][cH:10]1)[N:7]([S:33](=[O:34])(=[O:35])[c:43]1[c:42]([O:46][C:47]([F:48])([F:49])[F:50])[cH:41][c:40]([O:39][CH3:38])[cH:45][cH:44]1)[C:6](=[O:11])[C:5]2([c:12]1[c:13]([O:20][CH3:21])[cH:14][c:15]([O:18][CH3:19])[cH:16][cH:17]1)[N:22]1[CH:23]([C:24](=[O:25])[N:26]([CH3:27])[CH3:28])[CH2:29][CH:30]([OH:32])[CH2:31]1. Reactants: FC1=CC=C2C(=CNC2=C1)C1CCN(CC1)CCCC#N (6-fluoro-3-(1-(3-cyanopropyl)-4-piperidyl)indole), Cl (hydrochloric acid). Reagents/catalysts: [Pt]=O (platinum oxide). Solvent: C(C)O (ethanol). Product: FC1=CC=C2C(=CNC2=C1)C1CCN(CC1)CCCCN (6-fluoro-3-(1-(4-aminobutyl)-4-piperidyl)indole). Isolated yield 101.5%. As a reaction SMILES: [F:1][C:2]1[CH:10]=[C:9]2[C:5]([C:6]([CH:11]3[CH2:16][CH2:15][N:14]([CH2:17][CH2:18][CH2:19][C:20]#[N:21])[CH2:13][CH2:12]3)=[CH:7][NH:8]2)=[CH:4][CH:3]=1.Cl>C(O)C.[Pt]=O>[F:1][C:2]1[CH:10]=[C:9]2[C:5]([C:6]([CH:11]3[CH2:12][CH2:13][N:14]([CH2:17][CH2:18][CH2:19][CH2:20][NH2:21])[CH2:15][CH2:16]3)=[CH:7][NH:8]2)=[CH:4][CH:3]=1. Procedure details: To a solution of 6-fluoro-3-(1-(3-cyanopropyl)-4-piperidyl)indole (453 mg, 1.6 mmol) in ethanol (30 mL) was added platinum oxide (110 mg) and a concentrated hydrochloric acid (0.8 mL), and the resulting mixture was stirred under hydrogen atmosphere at room temperature overnight. After filtrating the reaction mixture through Celite, the filtrate was concentrated, and a saturated aqueous sodium hydrogencarbonate was added to pH of 10, and the resulting mixture was extracted with chloroform. After ... The product is CC1=CC=C(C=C1)C1CN(CC1)C(=O)C=1C=NOC1C1=CC=C(C=C1)C(F)(F)F (4-{[3-(4-Methylphenyl)pyrrolidin-1-yl]carbonyl}-5-[4-(trifluoromethyl)phenyl]isoxazole), solid. Procedure details: The title compound was prepared from 5-(4-trifluoromethylphenyl)isoxazole-4-carboxylic acid (12.9 mg, 0.050 mmol) and 3-(4-methylphenyl)pyrrolidine oxalate (15.1 mg, 0.060 mmol) as described in synthetic method C and thereafter purified by preparative HPLC method B to give a solid (6.3 mg). Calcd for C22H19F3N2O2: 400.1399, found 400.1400. RXN SMILES: [F:1][C:2]([F:18])([F:17])[C:3]1[CH:8]=[CH:7][C:6]([C:9]2[O:13][N:12]=[CH:11][C:10]=2[C:14]([OH:16])=O)=[CH:5][CH:4]=1.C(O)(=O)C(O)=O.[CH3:25][C:26]1[CH:31]=[CH:30][C:29]([CH:32]2[CH2:36][CH2:35][NH:34][CH2:33]2)=[CH:28][CH:27]=1>>[CH3:25][C:26]1[CH:27]=[CH:28][C:29]([CH:32]2[CH2:36][CH2:35][N:34]([C:14]([C:10]3[CH:11]=[N:12][O:13][C:9]=3[C:6]3[CH:5]=[CH:4][C:3]([C:2]([F:1])([F:18])[F:17])=[CH:8][CH:7]=3)=[O:16])[CH2:33]2)=[CH:30][CH:31]=1 |f:1.2|. The reactants are FC(C1=CC=C(C=C1)C1=C(C=NO1)C(=O)O)(F)F (5-(4-trifluoromethylphenyl)isoxazole-4-carboxylic acid), C(C(=O)O)(=O)O.CC1=CC=C(C=C1)C1CNCC1 (3-(4-methylphenyl)pyrrolidine oxalate). Reactants: [Al+3], CCOCC, CSc1cc(F)ccc1C(N)=O, [H-], [H-], [H-], [H-], [Li+]. The product is CSc1cc(F)ccc1CN. RXN SMILES: [Al+3:14].[CH3:19][CH2:20][O:21][CH2:22][CH3:23].[F:1][c:2]1[cH:3][c:4]([S:11][CH3:12])[c:5]([C:6](=[O:7])[NH2:8])[cH:9][cH:10]1.[H-:13].[H-:16].[H-:17].[H-:18].[Li+:15]>>[F:1][c:2]1[cH:3][c:4]([S:11][CH3:12])[c:5]([CH2:6][NH2:8])[cH:9][cH:10]1. The reactants are C(C)C1=NN(C(=C1)NC(OC1=CC=CC=C1)=O)C1=CC=CC=C1 (phenyl 3-ethyl-1-phenyl-1H-pyrazol-5-ylcarbamate), COC=1C=C2C(=NC=NC2=CC1OC)OC=1C=C(N)C=CC1 (3-(6,7-dimethoxyquinazolin-4-yloxy)aniline). Solvent: CS(=O)C (DMSO), C(C)(=O)OCC (ethyl acetate). Reaction conditions: temperature 70 celsius. The product is COC=1C=C2C(=NC=NC2=CC1OC)OC=1C=C(C=CC1)NC(=O)NC1=CC(=NN1C1=CC=CC=C1)CC (1-(3-(6,7-dimethoxyquinazolin-4-yloxy)phenyl)-3-(3-ethyl-1-phenyl-1H-pyrazol-5-yl)urea). The yield is 31.3%. As a reaction SMILES: [CH2:1]([C:3]1[CH:7]=[C:6]([NH:8][C:9](=O)[O:10]C2C=CC=CC=2)[N:5]([C:18]2[CH:23]=[CH:22][CH:21]=[CH:20][CH:19]=2)[N:4]=1)[CH3:2].[CH3:24][O:25][C:26]1[CH:27]=[C:28]2[C:33](=[CH:34][C:35]=1[O:36][CH3:37])[N:32]=[CH:31][N:30]=[C:29]2[O:38][C:39]1[CH:40]=[C:41]([CH:43]=[CH:44][CH:45]=1)[NH2:42]>CS(C)=O.C(OCC)(=O)C>[CH3:24][O:25][C:26]1[CH:27]=[C:28]2[C:33](=[CH:34][C:35]=1[O:36][CH3:37])[N:32]=[CH:31][N:30]=[C:29]2[O:38][C:39]1[CH:40]=[C:41]([NH:42][C:9]([NH:8][C:6]2[N:5]([C:18]3[CH:19]=[CH:20][CH:21]=[CH:22][CH:23]=3)[N:4]=[C:3]([CH2:1][CH3:2])[CH:7]=2)=[O:10])[CH:43]=[CH:44][CH:45]=1. Reported procedure: A stirred mixture of phenyl 3-ethyl-1-phenyl-1H-pyrazol-5-ylcarbamate (0.15 g, 0.50 mmol) and 3-(6,7-dimethoxyquinazolin-4-yloxy)aniline (prepared as described in Example 113A) (0.15 g, 0.50 mmol) in DMSO (2 mL) was heated at 70° C. for 15 h. After cooling to rt, the reaction mixture was diluted with ethyl acetate (50 mL) and washed with water (2×20 mL). The organic layer was separated, dried over magnesium sulfate, and concentrated under reduced pressure to afford an oil. Purification via prepa...